Dataset: the Open Reaction Database (ORD), a public repository of structured organic reaction records. Task: describe an organic reaction: reactants, conditions, products, and yield The reactants are CC(C(=O)C=1C=CC=C(C1)Cl)NC(C)(C)C.Br (bupropion HBr), Bup-HBr XL-012-5, C(C)(=O)[O-] (Acetate), Bupropion HBr XL 348, Bup-HBr XL-012-5, CC(C(=O)C=1C=CC=C(C1)Cl)NC(C)(C)C.Cl (Wellbutrin XL), Bupropion HBr XL 348, P(=O)([O-])([O-])[O-] (Phosphate), C(C)(=O)[O-] (Acetate), P(=O)([O-])([O-])[O-] (Phosphate), CC(C(=O)C=1C=CC=C(C1)Cl)NC(C)(C)C.Cl (Wellbutrin XL). The product is CC(C(=O)C=1C=CC=C(C1)Cl)NC(C)(C)C (Bupropion). As a reaction SMILES: [CH3:1][CH:2]([NH:12][C:13]([CH3:16])([CH3:15])[CH3:14])[C:3]([C:5]1[CH:6]=[CH:7][CH:8]=[C:9]([Cl:11])[CH:10]=1)=[O:4].Br.C([O-])(=O)C.P([O-])([O-])([O-])=O.CC(NC(C)(C)C)C(C1C=CC=C(Cl)C=1)=O.Cl>>[CH3:1][CH:2]([NH:12][C:13]([CH3:14])([CH3:16])[CH3:15])[C:3]([C:5]1[CH:6]=[CH:7][CH:8]=[C:9]([Cl:11])[CH:10]=1)=[O:4] |f:0.1,4.5|. Reported procedure: The dissolution of bupropion HBr formulations according to the invention were assessed in three USP-3 media, i.e., SGF pH 1.2, Acetate Buffer pH 4.5 and Phosphate Buffer pH 6.8 over a period of 16 hours. These results are contained in FIG. 66. Particularly Bupropion HBr XL 348 mg tablets (final), Lot # Bup-HBr-XL-012-5; Wellbutrin XL 300 mg tablets (final), Lot # 05A116; Bupropion HBr XL 348 mg tablets ECl Lot # Bup-HBr-XL-012-5 (EC 32 mg wg) and Wellbutrin XL 300 mg tablets (EC10-Lot # 05D047 w... Starting materials: NC=1C=C(C=C(C1)O)C1=CN(C=2N=CN=C(C21)N[C@@H](C)C2=NN1C(C(N2C2=CC=CC=C2)=O)=C(C=C1)C)COCC[Si](C)(C)C ((S)-2-(1-((5-(3-amino-5-hydroxyphenyl)-7-((2-(trimethylsilyl)ethoxy)methyl)-7H-pyrrolo[2,3-d]pyrimidin-4-yl)amino)ethyl)-5-methyl-3-phenylpyrrolo[2,1-f][1,2,4]triazin-4(3H)-one), [N-]=C=O.[K+] (potassium isocyanate). Solvent: O (water), O (water), C(C)(=O)O (acetic acid). Run at temperature 35 celsius. The product is OC=1C=C(C=C(C1)C1=CN(C=2N=CN=C(C21)N[C@@H](C)C2=NN1C(C(N2C2=CC=CC=C2)=O)=C(C=C1)C)COCC[Si](C)(C)C)NC(=O)N ((S)-1-(3-Hydroxy-5-(4-((1-(5-methyl-4-oxo-3-phenyl-3,4-dihydropyrrolo[2,1-f][1,2,4]triazin-2-yl)ethyl)amino)-7-((2-(trimethylsilyl)ethoxy)methyl)-7H-pyrrolo[2,3-d]pyrimidin-5-yl)phenyl)urea). Isolated yield 33.8%. RXN SMILES: [NH2:1][C:2]1[CH:3]=[C:4]([C:9]2[C:17]3[C:16]([NH:18][C@H:19]([C:21]4[N:26]([C:27]5[CH:32]=[CH:31][CH:30]=[CH:29][CH:28]=5)[C:25](=[O:33])[C:24]5=[C:34]([CH3:37])[CH:35]=[CH:36][N:23]5[N:22]=4)[CH3:20])=[N:15][CH:14]=[N:13][C:12]=3[N:11]([CH2:38][O:39][CH2:40][CH2:41][Si:42]([CH3:45])([CH3:44])[CH3:43])[CH:10]=2)[CH:5]=[C:6]([OH:8])[CH:7]=1.[N-:46]=[C:47]=[O:48].[K+]>O.C(O)(=O)C>[OH:8][C:6]1[CH:7]=[C:2]([NH:1][C:47]([NH2:46])=[O:48])[CH:3]=[C:4]([C:9]2[C:17]3[C:16]([NH:18][C@H:19]([C:21]4[N:26]([C:27]5[CH:32]=[CH:31][CH:30]=[CH:29][CH:28]=5)[C:25](=[O:33])[C:24]5=[C:34]([CH3:37])[CH:35]=[CH:36][N:23]5[N:22]=4)[CH3:20])=[N:15][CH:14]=[N:13][C:12]=3[N:11]([CH2:38][O:39][CH2:40][CH2:41][Si:42]([CH3:43])([CH3:45])[CH3:44])[CH:10]=2)[CH:5]=1 |f:1.2|. Reported procedure: To a suspension of (S)-2-(1-((5-(3-amino-5-hydroxyphenyl)-7-((2-(trimethylsilyl)ethoxy)methyl)-7H-pyrrolo[2,3-d]pyrimidin-4-yl)amino)ethyl)-5-methyl-3-phenylpyrrolo[2,1-f][1,2,4]triazin-4(3H)-one (50 mg, 0.08 mmol) in 403 μl water and 208 μl acetic acid was added potassium isocyanate (10 mg, 0.12 mmol) The mixture was heated 35° C. overnight. The reaction was poured into water and extracted twice with ethyl acetate. The organics were combined and washed with water, brine, dried over sodium sulph...